Dataset: the Open Reaction Database (ORD), a public repository of structured organic reaction records. Task: describe an organic reaction: reactants, conditions, products, and yield Reactants: FC(C1=CC(=NC=N1)O)(F)F (6-Trifluoromethyl-pyrimidin-4-ol), P(=O)(Cl)(Cl)Cl (phosphorus oxychloride). Reported procedure: 6-Trifluoromethyl-pyrimidin-4-ol ([1546-78-7], 5 g) was refluxed in phosphorus oxychloride (17 mL) for 2 hours. The reaction mixture was carefully concentrated in vacuo and the residue was distilled (Kugelrohr) under reduced pressure (bp=30-55° C.@10 mbar) to yield the title compound ([37552-81-1], 1.4 g). MS (EI): 182.0 (M). Product: ClC1=NC=NC(=C1)C(F)(F)F (4-Chloro-6-trifluoromethyl-pyrimidine). Reaction SMILES: [F:1][C:2]([F:11])([F:10])[C:3]1[N:8]=[CH:7][N:6]=[C:5](O)[CH:4]=1.P(Cl)(Cl)([Cl:14])=O>>[Cl:14][C:5]1[CH:4]=[C:3]([C:2]([F:11])([F:10])[F:1])[N:8]=[CH:7][N:6]=1. Starting materials: CC(=O)C1=CC=C(C=C1)Cl (4-chloroacetophenone), [Cl-].[NH4+] (ammonium chloride), ClC1=C(CCl)C=CC(=C1)Cl (2,4-dichlorobenzyl chloride), [Mg] (magnesium). The solvent is C(C)OCC (diethyl ether), C(C)OCC (diethyl ether). Yields the product ClC1=C(C=CC(=C1)Cl)\C=C(/C)\C1=CC=C(C=C1)Cl (E-1-(2,4-dichlorophenyl)-2-(4-chlorophenyl)-prop-1-ene). Yield: 71.9%. Reaction SMILES: [Cl:1][C:2]1[CH:9]=[C:8]([Cl:10])[CH:7]=[CH:6][C:3]=1[CH2:4]Cl.[Mg].[CH3:12][C:13]([C:15]1[CH:20]=[CH:19][C:18]([Cl:21])=[CH:17][CH:16]=1)=O.[Cl-].[NH4+]>C(OCC)C>[Cl:1][C:2]1[CH:9]=[C:8]([Cl:10])[CH:7]=[CH:6][C:3]=1/[CH:4]=[C:13](/[C:15]1[CH:20]=[CH:19][C:18]([Cl:21])=[CH:17][CH:16]=1)\[CH3:12] |f:3.4|. Reported procedure: 118 g of 2,4-dichlorobenzyl chloride were added dropwise to 14.6 g of magnesium turnings in 400 ml of dry diethyl ether at the boiling point. After the reaction was complete, a solution of 77.3 g of 4-chloroacetophenone in 400 ml of dry diethyl ether was added. Thereafter, decomposition was effected with aqueous ammonium chloride solution, the organic phase was separated off, washed neutral, dried over sodium sulfate and evaporated down under reduced pressure, the residue was taken up in 1 liter... The reactants are COC(=O)C1=CC=C(C=C1)N1C=NC=C1 (1-(4′-methoxycarbonylphenyl)imidazole), CI (methyl iodide). Run in C1CCOC1.CO (THF methanol). Run at time 16 hour. The product is [I-].COC(=O)C1=CC=C(C=C1)[N+]1=CN(C=C1)C (1-(4′-methoxycarbonylphenyl)-3-methylimidazolium iodide). The yield is 59.0%. Reaction SMILES: [CH3:1][O:2][C:3]([C:5]1[CH:10]=[CH:9][C:8]([N:11]2[CH:15]=[CH:14][N:13]=[CH:12]2)=[CH:7][CH:6]=1)=[O:4].[CH3:16][I:17]>C1COCC1.CO>[I-:17].[CH3:1][O:2][C:3]([C:5]1[CH:6]=[CH:7][C:8]([N+:11]2[CH:15]=[CH:14][N:13]([CH3:16])[CH:12]=2)=[CH:9][CH:10]=1)=[O:4] |f:2.3,4.5|. Procedure details: A solution of 1-(4′-methoxycarbonylphenyl)imidazole (153 g, 0.76 mol) in 1:1 THF/methanol (600 ml) is admixed with methyl iodide (196 ml, 2.27 mol) and stirred at room temperature under argon for 16 h. After concentration of the solution, the precipitated product is filtered off and washed with THF. Yield: 59%. Starting materials: CO, [K+], [K+], O=C([O-])[O-], COc1ncc(OC)c2c(C(=O)C(=O)N3CCC(=C(C#C[Si](C)(C)C)c4ccccc4)CC3)c[nH]c12. Yields the product C#CC(=C1CCN(C(=O)C(=O)c2c[nH]c3c(OC)ncc(OC)c23)CC1)c1ccccc1. Reaction SMILES: [CH3:43][OH:44].[K+:37].[K+:38].[O-:39][C:40]([O-:41])=[O:42].[c:1]1([C:7]([C:8]#[C:9][Si:10]([CH3:11])([CH3:12])[CH3:13])=[C:14]2[CH2:15][CH2:16][N:17]([C:20]([C:21](=[O:22])[c:23]3[cH:24][nH:25][c:26]4[c:27]([O:34][CH3:35])[n:28][cH:29][c:30]([O:32][CH3:33])[c:31]34)=[O:36])[CH2:18][CH2:19]2)[cH:2][cH:3][cH:4][cH:5][cH:6]1>>[c:1]1([C:7]([C:8]#[CH:9])=[C:14]2[CH2:15][CH2:16][N:17]([C:20]([C:21](=[O:22])[c:23]3[cH:24][nH:25][c:26]4[c:27]([O:34][CH3:35])[n:28][cH:29][c:30]([O:32][CH3:33])[c:31]34)=[O:36])[CH2:18][CH2:19]2)[cH:2][cH:3][cH:4][cH:5][cH:6]1. Reactants: CC(C(=O)O)(C)SC1=CN=C(S1)NC(=O)N(CCC1=CC=CC=C1)[C@@H]1CC[C@H](CC1)C (2-methyl-2-{2-[3-(trans-4-methyl-cyclohexyl)-3-phenethyl-ureido]-thiazol-5-ylsulfanyl}-propionic acid), BrCCC1=CC(=CC=C1)OC (1-(2-bromo-ethyl)-3-methoxy-benzene), C(C)OC(C(C)(C)SC1=CN=C(S1)N)=O (2-(2-amino-thiazol-5-ylsulfanyl)-2-methyl-propionic acid ethyl ester). Yields the product COC=1C=C(C=CC1)CCN(C(NC=1SC(=CN1)SC(C(=O)O)(C)C)=O)[C@@H]1CC[C@H](CC1)C (2-{2-[3-[2-(3-Methoxy-phenyl)-ethyl]-3-(trans-4-methyl-cyclohexyl)-ureido]-thiazol-5-ylsulfanyl}-2-methyl-propionic acid). As a reaction SMILES: [CH3:1][C:2]([S:7][C:8]1[S:12][C:11]([NH:13][C:14]([N:16]([C@H:25]2[CH2:30][CH2:29][C@H:28]([CH3:31])[CH2:27][CH2:26]2)[CH2:17][CH2:18][C:19]2[CH:24]=[CH:23][CH:22]=[CH:21][CH:20]=2)=[O:15])=[N:10][CH:9]=1)([CH3:6])[C:3]([OH:5])=[O:4].BrCCC1C=CC=[C:37]([O:41]C)C=1.C(OC(=O)C(SC1SC(N)=NC=1)(C)C)C>>[CH3:37][O:41][C:21]1[CH:20]=[C:19]([CH2:18][CH2:17][N:16]([C@H:25]2[CH2:26][CH2:27][C@H:28]([CH3:31])[CH2:29][CH2:30]2)[C:14](=[O:15])[NH:13][C:11]2[S:12][C:8]([S:7][C:2]([CH3:1])([CH3:6])[C:3]([OH:5])=[O:4])=[CH:9][N:10]=2)[CH:24]=[CH:23][CH:22]=1. Reported procedure: The compound was prepared following an analogous procedure to the one described for the synthesis of 2-methyl-2-{2-[3-(trans-4-methyl-cyclohexyl)-3-phenethyl-ureido]-thiazol-5-ylsulfanyl}-propionic acid using 1-(2-bromo-ethyl)-3-methoxy-benzene and 2-(2-amino-thiazol-5-ylsulfanyl)-2-methyl-propionic acid ethyl ester. The reactants are FC(CN1C[C@@H](CC1)N)F ((R)-1-(2,2-difluoroethyl)pyrrolidin-3-amine), FC1=C(C=C(C=C1)S(=O)(=O)N)[N+](=O)[O-] (4-fluoro-3-nitrobenzenesulfonamide). The solvent is O1CCCC1 (tetrahydrofuran), C(C)N(C(C)C)C(C)C (N-ethyl-N-isopropylpropan-2-amine), CN(C=O)C (N,N-dimethylformamide). Reaction conditions: time 72 hour. Product: FC(CN1C[C@@H](CC1)NC1=C(C=C(C=C1)S(=O)(=O)N)[N+](=O)[O-])F ((R)-4-(1-(2,2-difluoroethyl)pyrrolidin-3-ylamino)-3-nitrobenzenesulfonamide). RXN SMILES: [F:1][CH:2]([F:10])[CH2:3][N:4]1[CH2:8][CH2:7][C@@H:6]([NH2:9])[CH2:5]1.F[C:12]1[CH:17]=[CH:16][C:15]([S:18]([NH2:21])(=[O:20])=[O:19])=[CH:14][C:13]=1[N+:22]([O-:24])=[O:23]>O1CCCC1.C(N(C(C)C)C(C)C)C.CN(C)C=O>[F:1][CH:2]([F:10])[CH2:3][N:4]1[CH2:8][CH2:7][C@@H:6]([NH:9][C:12]2[CH:17]=[CH:16][C:15]([S:18]([NH2:21])(=[O:20])=[O:19])=[CH:14][C:13]=2[N+:22]([O-:24])=[O:23])[CH2:5]1. Reported procedure: To a solution of EXAMPLE 407B (468 mg) in tetrahydrofuran (20 mL), N-ethyl-N-isopropylpropan-2-amine (2.193 mL) and N,N-dimethylformamide (2 mL) was added 4-fluoro-3-nitrobenzenesulfonamide (473 mg) and the reaction mixture was stirred 72 hours. The crude product was isolated by concentration and was purified on silica gel, and was eluted with a 0.5, 2.5, and 5% methanol in methylene chloride step gradient to obtain the title compound. The reactants are FC(F)(F)c1cccc(-c2ccnc3c(Br)cnn23)c1, [C-]#N, ClCCl, CN(C)C=O, [Mg+2], [Mg+2], [O-][Si]([O-])([O-])[O-]. Product: N#Cc1cnn2c(-c3cccc(C(F)(F)F)c3)ccnc12. RXN SMILES: [Br:1][c:2]1[cH:3][n:4][n:5]2[c:6]1[n:7][cH:8][cH:9][c:10]2-[c:11]1[cH:12][c:13]([C:17]([F:18])([F:19])[F:20])[cH:14][cH:15][cH:16]1.[C-:21]#[N:22].[CH2:35]([Cl:36])[Cl:37].[CH3:23][N:24]([CH3:25])[CH:26]=[O:27].[Mg+2:33].[Mg+2:34].[Si:28]([O-:29])([O-:30])([O-:31])[O-:32]>>[c:2]1([C:23]#[N:24])[cH:3][n:4][n:5]2[c:6]1[n:7][cH:8][cH:9][c:10]2-[c:11]1[cH:12][c:13]([C:17]([F:18])([F:19])[F:20])[cH:14][cH:15][cH:16]1.